Dataset: the Open Reaction Database (ORD), a public repository of structured organic reaction records. Task: describe an organic reaction: reactants, conditions, products, and yield The reactants are C(C1=CC=CC=C1)N1CC(CC1)CO ((3RS)-1-benzyl-3-hydroxymethyl pyrrolidine), S(=O)(Cl)Cl (thionyl chloride). The solvent is C(Cl)(Cl)Cl (CHCl3), C(Cl)(Cl)Cl (CHCl3). Conditions: time 1 hour. Yields the product C(C1=CC=CC=C1)N1CC(CC1)CCl ((3RS)-1-benzyl-3-chloromethyl pyrrolidine). RXN SMILES: [CH2:1]([N:8]1[CH2:12][CH2:11][CH:10]([CH2:13]O)[CH2:9]1)[C:2]1[CH:7]=[CH:6][CH:5]=[CH:4][CH:3]=1.S(Cl)([Cl:17])=O>C(Cl)(Cl)Cl>[CH2:1]([N:8]1[CH2:12][CH2:11][CH:10]([CH2:13][Cl:17])[CH2:9]1)[C:2]1[CH:7]=[CH:6][CH:5]=[CH:4][CH:3]=1. Procedure: To a refluxing solution of 15.3 g (0.08 mole) (3RS)-1-benzyl-3-hydroxymethyl pyrrolidine in 220 ml CHCl3 was slowly added a solution of 330 ml thionyl chloride in 60 ml CHCl3, and the reflux was continued for one hour. The mixture was evaporated and the residue was dissolved in water. Reactants: ClCCl, OCc1ccc(Cl)cc1O, C1CCOC1. The product is O=Cc1ccc(Cl)cc1O. As a reaction SMILES: [Cl:11][CH2:12][Cl:13].[Cl:1][c:2]1[cH:3][cH:4][c:5]([CH2:9][OH:10])[c:6]([OH:8])[cH:7]1.[O:14]1[CH2:15][CH2:16][CH2:17][CH2:18]1>>[Cl:1][c:2]1[cH:3][cH:4][c:5]([CH:9]=[O:10])[c:6]([OH:8])[cH:7]1. The reactants are CCC(C(=O)[O-])c1c(-c2ccccc2)c2cc3c(cc2oc1=O)C(=O)CC3, CC(=O)O, Cl. Yields the product O=C(O)Cc1c(-c2ccccc2)c2cc3c(cc2oc1=O)C(=O)CC3. Reaction SMILES: [CH2:1]([CH3:2])[CH:3]([C:4](=[O:5])[O-:6])[c:7]1[c:8](=[O:27])[o:9][c:10]2[cH:11][c:12]3[c:13]([cH:14][c:15]2[c:16]1-[c:17]1[cH:18][cH:19][cH:20][cH:21][cH:22]1)[CH2:23][CH2:24][C:25]3=[O:26].[CH3:29][C:30](=[O:31])[OH:32].[ClH:28]>>[CH2:3]([C:4](=[O:5])[OH:6])[c:7]1[c:8](=[O:27])[o:9][c:10]2[cH:11][c:12]3[c:13]([cH:14][c:15]2[c:16]1-[c:17]1[cH:18][cH:19][cH:20][cH:21][cH:22]1)[CH2:23][CH2:24][C:25]3=[O:26].